describe an organic reaction: reactants, conditions, products, and yield From a dataset of the Open Reaction Database (ORD), a public repository of structured organic reaction records. The reactants are 216, FC1=C(C=C(C#N)C=C1[N+](=O)[O-])[N+](=O)[O-] (4-fluoro-3,5-dinitrobenzonitrile), [O-]S(=O)(=O)[O-].[Mg+2] (MgSO4), ClCl (chlorine), FC1=C(C=C(C#N)C=C1[N+](=O)[O-])[N+](=O)[O-] (4-fluoro-3,5-dinitrobenzonitrile), ClC=1C=C(C#N)C=C(C1F)Cl (3,5-dichloro-4-fluorobenzonitrile), ClCl (Cl2). Solvent: C(Cl)(Cl)(Cl)Cl (carbon tetrachloride). Reaction conditions: temperature 350 celsius. Product: ClC=1C=C(C#N)C=C(C1F)F (3-CHLORO-4,5-DIFLUOROBENZONITRILE), ClC=1C=C(C#N)C=C(C1F)Cl (3,5-dichloro-4-fluorobenzonitrile). As a reaction SMILES: [Cl:1][C:2]1[CH:3]=[C:4]([CH:7]=[C:8]([Cl:11])[C:9]=1[F:10])[C:5]#[N:6].[F:12]C1C([N+]([O-])=O)=CC(C#N)=CC=1[N+]([O-])=O.ClCl.[O-]S([O-])(=O)=O.[Mg+2]>C(Cl)(Cl)(Cl)Cl>[Cl:1][C:2]1[CH:3]=[C:4]([CH:7]=[C:8]([F:12])[C:9]=1[F:10])[C:5]#[N:6].[Cl:1][C:2]1[CH:3]=[C:4]([CH:7]=[C:8]([Cl:11])[C:9]=1[F:10])[C:5]#[N:6] |f:3.4|. Procedure details: Preparation of 3,5-dichloro-4-fluorobenzonitrile. During a 10-hour period a solution of 216 parts of 4-fluoro-3,5-dinitrobenzonitrile (prepared as in step (a), above) in 1500 parts of carbon tetrachloride, is vaporized by passing through a tubular nickel reactor maintained at about 350° C. and the vapors passed through a second nickel tubular reactor, maintained at about 350° C., and mixed therein with a stream of chlorine at a molar ratio of Cl2 :4-fluoro-3,5-dinitrobenzonitrile of about 6.0. T...